Dataset: the Open Reaction Database (ORD), a public repository of structured organic reaction records. Task: describe an organic reaction: reactants, conditions, products, and yield The reactants are O=C1C(SC2=C(N1)C=CC=C2)CC(=O)NN ((3-Oxo-3,4-dihydro-2H-benzo[1,4]thiazin-2-yl)-acetic acid hydrazide), ClCCCl.C(C)O (1,2-dichloroethane ethanol), COC=1C=C(C=O)C=C(C1OC)OC (3,4,5-trimethoxy-benzaldehyde). The reagents and catalysts are C(C)(=O)O (acetic acid). Run in C(C)O (ethanol). Reaction conditions: time 5 hour. Product: O=C1NC2=C(SC1CC(=O)N/N=C/C1=CC(=C(C(=C1)OC)OC)OC)C=CC=C2 ((E)-2-(3-OXO-3,4-DIHYDRO-2H-BENZO[B][1,4]THIAZIN-2-YL)-N′-(3,4,5-TRIMETHOXYBENZYLIDENE)ACETOHYDRAZIDE). RXN SMILES: [O:1]=[C:2]1[NH:7][C:6]2[CH:8]=[CH:9][CH:10]=[CH:11][C:5]=2[S:4][CH:3]1[CH2:12][C:13]([NH:15][NH2:16])=[O:14].[CH3:17][O:18][C:19]1[CH:20]=[C:21]([CH:24]=[C:25]([O:29][CH3:30])[C:26]=1[O:27][CH3:28])[CH:22]=O.ClCCCl.C(O)C>C(O)C.C(O)(=O)C>[O:1]=[C:2]1[CH:3]([CH2:12][C:13]([NH:15]/[N:16]=[CH:22]/[C:21]2[CH:24]=[C:25]([O:29][CH3:30])[C:26]([O:27][CH3:28])=[C:19]([O:18][CH3:17])[CH:20]=2)=[O:14])[S:4][C:5]2[CH:11]=[CH:10][CH:9]=[CH:8][C:6]=2[NH:7]1 |f:2.3|. Reported procedure: In a round-bottom glass flask equipped with a magnetic stir bar (3-Oxo-3,4-dihydro-2H-benzo[1,4]thiazin-2-yl)-acetic acid hydrazide (1 eq. 0.063 mmol; 15 mg) was dissolved in ethanol (3 mL) at room temperature. To this well stirred solution, acetic acid (˜3 drops) and 3,4,5-trimethoxy-benzaldehyde solution (0.063 mmol; 12.4 mg dissolved in 0.5 mL of ethanol) were added, and the reaction mixture was stirred for another 5 hours at ambient temperature and monitored by TLC (typically with 1,2-dichlo... The reactants are C(C)NCC(COC1=CC=C(C#N)C=C1)O (4-[3-(ethylamino)-2-hydroxypropoxy]-benzonitrile), BrCCCSCCC (1-bromo-3-(propylthio)-propane), C([O-])([O-])=O.[K+].[K+] (potassium carbonate). Solvent: C(C)(C)O (isopropanol). Yields the product C(C)N(CC(COC1=CC=C(C#N)C=C1)O)CCCSCCC (4-[3-[ethyl[3-(-propylthio) propyl]- amino]-2-hydroxypropoxy]-benzonitrile). As a reaction SMILES: [CH2:1]([NH:3][CH2:4][CH:5]([OH:16])[CH2:6][O:7][C:8]1[CH:15]=[CH:14][C:11]([C:12]#[N:13])=[CH:10][CH:9]=1)[CH3:2].Br[CH2:18][CH2:19][CH2:20][S:21][CH2:22][CH2:23][CH3:24].C(=O)([O-])[O-].[K+].[K+]>C(O)(C)C>[CH2:1]([N:3]([CH2:18][CH2:19][CH2:20][S:21][CH2:22][CH2:23][CH3:24])[CH2:4][CH:5]([OH:16])[CH2:6][O:7][C:8]1[CH:9]=[CH:10][C:11]([C:12]#[N:13])=[CH:14][CH:15]=1)[CH3:2] |f:2.3.4|. Reported procedure: 4.7 g of 4-[3-(ethylamino)-2-hydroxypropoxy]-benzonitrile, 4.5 g of 1-bromo-3-(propylthio)-propane and 5.8 g potassium carbonate were mixed in 50 ml isopropanol and refluxed over night. The mixture was filtrated and evaporated. The residual oil 8.3 g was separated by column chromatography. Yield 4.9 g of the title compound. Starting materials: BrC1=CC=C(CNC(OC(C)(C)C)=O)C=C1 (tert-butyl 4-bromobenzylcarbamate), BrC=1C=2C3=C(C(NC2C=CC1OC)=O)SC=C3 (9-bromo-8-methoxythieno[2,3-c]quinolin-4(5H)-one). Yields the product COC1=C(C=2C3=C(C(NC2C=C1)=O)SC=C3)C3=CC=C(CNC(OC(C)(C)C)=O)C=C3 (tert-butyl 4-(8-methoxy-4-oxo-4,5-dihydrothieno[2,3-c]quinolin-9-yl)benzylcarbamate). Yield: 60.5%. RXN SMILES: Br[C:2]1[CH:16]=[CH:15][C:5]([CH2:6][NH:7][C:8](=[O:14])[O:9][C:10]([CH3:13])([CH3:12])[CH3:11])=[CH:4][CH:3]=1.Br[C:18]1[C:19]2[C:20]3[CH:33]=[CH:32][S:31][C:21]=3[C:22](=[O:30])[NH:23][C:24]=2[CH:25]=[CH:26][C:27]=1[O:28][CH3:29]>>[CH3:29][O:28][C:27]1[CH:26]=[CH:25][C:24]2[NH:23][C:22](=[O:30])[C:21]3[S:31][CH:32]=[CH:33][C:20]=3[C:19]=2[C:18]=1[C:2]1[CH:16]=[CH:15][C:5]([CH2:6][NH:7][C:8](=[O:14])[O:9][C:10]([CH3:13])([CH3:12])[CH3:11])=[CH:4][CH:3]=1. Procedure: Following General Procedure E, tert-butyl 4-bromobenzylcarbamate (0.78 g, 2.7 mmol) was reacted with 9-bromo-8-methoxythieno[2,3-c]quinolin-4(5H)-one (0.76 g, 2.5 mmol) to afford the desired product (0.66 g, 62%) as a brown solid: ESI MS m/z 437 [C24H24N2O4S+H]+. The reactants are BrB(Br)Br, Clc1cccc(CCCCc2ccccc2OCc2ccccc2)c1, ClCCl. The product is Oc1ccccc1CCCCc1cccc(Cl)c1. Reaction SMILES: [B:26]([Br:27])([Br:28])[Br:29].[CH2:1]([c:2]1[cH:3][cH:4][cH:5][cH:6][cH:7]1)[O:8][c:9]1[c:10]([CH2:15][CH2:16][CH2:17][CH2:18][c:19]2[cH:20][c:21]([Cl:25])[cH:22][cH:23][cH:24]2)[cH:11][cH:12][cH:13][cH:14]1.[CH2:30]([Cl:31])[Cl:32]>>[OH:8][c:9]1[c:10]([CH2:15][CH2:16][CH2:17][CH2:18][c:19]2[cH:20][c:21]([Cl:25])[cH:22][cH:23][cH:24]2)[cH:11][cH:12][cH:13][cH:14]1.